This data is from the Open Reaction Database (ORD), a public repository of structured organic reaction records. The task is: describe an organic reaction: reactants, conditions, products, and yield The product is N#Cc1ccc2c(ccn2Cc2noc(-c3cccc(C(F)(F)F)c3)n2)c1C(F)(F)F. RXN SMILES: [C:21](=[O:22])([O-:23])[O-:24].[CH3:45][CH2:46][O:47][C:48]([CH3:49])=[O:50].[Cl:27][CH2:28][c:29]1[n:30][o:31][c:32](-[c:34]2[cH:35][c:36]([C:40]([F:41])([F:42])[F:43])[cH:37][cH:38][cH:39]2)[n:33]1.[Cs+:25].[Cs+:26].[F:6][C:7]([c:8]1[c:9]2[cH:10][cH:11][nH:12][c:13]2[cH:14][cH:15][c:16]1[C:17]#[N:18])([F:19])[F:20].[O:1]=[CH:2][N:3]([CH3:4])[CH3:5].[OH2:44]>>[F:6][C:7]([c:8]1[c:9]2[cH:10][cH:11][n:12]([CH2:28][c:29]3[n:30][o:31][c:32](-[c:34]4[cH:35][c:36]([C:40]([F:41])([F:42])[F:43])[cH:37][cH:38][cH:39]4)[n:33]3)[c:13]2[cH:14][cH:15][c:16]1[C:17]#[N:18])([F:19])[F:20]. Reactants: O=C([O-])[O-], CCOC(C)=O, FC(F)(F)c1cccc(-c2nc(CCl)no2)c1, [Cs+], [Cs+], N#Cc1ccc2[nH]ccc2c1C(F)(F)F, CN(C)C=O, O. Starting materials: FC(C1=CC2=C(NC3=C(N=C2N2C[C@@H](NCC2)CCOC)C=CC=C3)C=C1)(F)F ((S)-2-trifluoromethyl-11-[3-(2-methoxy-ethyl)-piperazin-1-yl]-5H-dibenzo[b,e][1,4]diazepine), Cl.CC1=CC=2C(=NC3=C(NC2S1)C=CC=C3)N (2-methyl-4H-3-thia-4,9-diaza-benzo[f]-azulen-10-ylamine hydrochloride), O(C1=CC=CC=C1)C[C@@H]1NCCNC1 ((R)-2-phenoxymethyl-piperazine). RXN SMILES: FC(F)(F)C1C=CC2NC3C=CC=CC=3N=C(N3CCN[C@@H](CCOC)C3)C=2C=1.Cl.[CH3:31][C:32]1[S:41][C:40]2[NH:39][C:38]3[CH:42]=[CH:43][CH:44]=[CH:45][C:37]=3[N:36]=[C:35]([NH2:46])[C:34]=2[CH:33]=1.[O:47]([CH2:54][C@H:55]1[CH2:60]N[CH2:58][CH2:57][NH:56]1)[C:48]1[CH:53]=[CH:52][CH:51]=[CH:50][CH:49]=1>>[O:47]([CH2:54][C@@H:55]1[NH:56][CH2:57][CH2:58][N:46]([C:35]2[C:34]3[CH:33]=[C:32]([CH3:31])[S:41][C:40]=3[NH:39][C:38]3[CH:42]=[CH:43][CH:44]=[CH:45][C:37]=3[N:36]=2)[CH2:60]1)[C:48]1[CH:53]=[CH:52][CH:51]=[CH:50][CH:49]=1 |f:1.2|. Yield: 39.9%. Procedure details: By using a method similr to the coupling method for (S)-2-trifluoromethyl-11-[3-(2-methoxy-ethyl)-piperazin-1-yl]-5H-dibenzo[b,e][1,4]diazepine, 2-methyl-4H-3-thia-4,9-diaza-benzo[f]-azulen-10-ylamine hydrochloride (1.2 g) and (R)-2-phenoxymethyl-piperazine (2.6 g) gives the title compound as a yellow solid (728 mg): mp=64-81° C.: 1H NMR (CDCl3) δ 2.32 (s, 3H), 2.86 (dd, 1H), 3.14-2.94 (m, 3H), 3.32-3.24 (m, 1H), 3.98-3.87 (m, 2H), 4.02 (dd, 1H), 4.11 (bd, 1H), 4.96 (bs, 1H), 6.32-6.30 (m, 1H), ... Product: O(C1=CC=CC=C1)C[C@H]1CN(CCN1)C1=NC2=C(NC=3SC(=CC13)C)C=CC=C2 ((R)-10-(3-Phenoxymethyl-piperazin-1-yl)-2-methyl-4H-3-thia-4,9-diaza-benzo[f]azulene). The reactants are O=C(O)c1ccc2nccnc2c1, Cc1ccc(Cl)c(N)c1. The reagents and catalysts are [B-](F)(F)(F)F.CN(C)C(=[N+](C)C)ON1C2=C(C=CC(=C2)Cl)N=N1 (TCTU), CCN(C(C)C)C(C)C (DIPEA). Run in CN(C)C=O (DMF), CN(C)C=O (DMF), CN(C)C=O (DMF), CN(C)C=O (DMF), CN(C)C=O (DMF), CN(C)C=O (DMF). Run at temperature 25 celsius, time 2 hour. Product: Cc1ccc(Cl)c(NC(=O)c2ccc3nccnc3c2)c1. Isolated yield 17.5%. RXN SMILES: Cc1ccc(Cl)c(N)c1.O=C(O)c1ccc2nccnc2c1.[B-](F)(F)(F)F.CN(C)C(=[N+](C)C)ON1C2=C(C=CC(=C2)Cl)N=N1.CCN(C(C)C)C(C)C.CN(C)C=O>>Cc1ccc(Cl)c(NC(=O)c2ccc3nccnc3c2)c1. Starting materials: COC(C(NC([C@H](CC1=CC=CC=C1)CS(=O)(=O)C(C)(C(N(CCC1=NC=CC=C1)C)=O)C)=O)CC=1N=CSC1)=O (N-[(S)-α-[[[1-methyl-1-[methyl-[2-(2-pyridyl)ethyl]carbamoyl]ethyl]sulfonyl]methyl]hydrocinnamoyl]-3-(thiazol-4-yl)-D,L-alanine methyl ester), O.[OH-].[Li+] (lithium hydroxide hydrate). Run in O1CCOCC1 (dioxan), O (water). Conditions: time 3 hour. Yields the product CC(C)(C(N(CCC1=NC=CC=C1)C)=O)S(=O)(=O)C[C@H](C(=O)NC(CC=1N=CSC1)C(=O)O)CC1=CC=CC=C1 (N-[(S)-α-[[[1 -methyl-1-[methyl-[2-(2-pyridyl)ethyl]carbamoyl]ethyl]sulfonyl]methyl]hydrocinnamoyl]-3-(thiazol-4-yl)-D ,L-alanine). Yield: 124.6%. Reaction SMILES: C[O:2][C:3](=[O:41])[CH:4]([CH2:35][C:36]1[N:37]=[CH:38][S:39][CH:40]=1)[NH:5][C:6](=[O:34])[C@@H:7]([CH2:15][S:16]([C:19]([CH3:33])([C:21](=[O:32])[N:22]([CH3:31])[CH2:23][CH2:24][C:25]1[CH:30]=[CH:29][CH:28]=[CH:27][N:26]=1)[CH3:20])(=[O:18])=[O:17])[CH2:8][C:9]1[CH:14]=[CH:13][CH:12]=[CH:11][CH:10]=1.O.[OH-].[Li+]>O1CCOCC1.O>[CH3:33][C:19]([S:16]([CH2:15][C@@H:7]([CH2:8][C:9]1[CH:10]=[CH:11][CH:12]=[CH:13][CH:14]=1)[C:6]([NH:5][CH:4]([C:3]([OH:41])=[O:2])[CH2:35][C:36]1[N:37]=[CH:38][S:39][CH:40]=1)=[O:34])(=[O:18])=[O:17])([C:21](=[O:32])[N:22]([CH3:31])[CH2:23][CH2:24][C:25]1[CH:30]=[CH:29][CH:28]=[CH:27][N:26]=1)[CH3:20] |f:1.2.3|. Procedure: A solution of 300 mg of N-[(S)-α-[[[1-methyl-1-[methyl-[2-(2-pyridyl)ethyl]carbamoyl]ethyl]sulfonyl]methyl]hydrocinnamoyl]-3-(thiazol-4-yl)-D,L-alanine methyl ester in 2.5 ml of dioxan was treated with a solution of 24.3 mg of lithium hydroxide hydrate in 1 ml of water and stirred at 50 for 3 hours. Subsequently, the solution was partitioned between ethyl acetate and water and the organic phase was extracted three times with water. The aqueous extracts were adjusted to pH 2 with ethyl acetate an... Reactants: CS(C)=O, CCN(C(C)C)C(C)C, O=C1Cc2cc(NC(=O)OCC(Cl)(Cl)Cl)ccc2N1, O, c1ccc(-c2csc(N3CCNCC3)n2)cc1. The product is O=C1Cc2cc(NC(=O)N3CCN(c4nc(-c5ccccc5)cs4)CC3)ccc2N1. As a reaction SMILES: [CH3:46][S:47]([CH3:48])=[O:49].[CH:37]([N:38]([CH:39]([CH3:40])[CH3:41])[CH2:42][CH3:43])([CH3:44])[CH3:45].[O:1]=[C:2]1[NH:3][c:4]2[cH:5][cH:6][c:7]([NH:11][C:12]([O:13][CH2:14][C:15]([Cl:16])([Cl:17])[Cl:18])=[O:19])[cH:8][c:9]2[CH2:10]1.[OH2:50].[c:20]1(-[c:26]2[n:27][c:28]([N:31]3[CH2:32][CH2:33][NH:34][CH2:35][CH2:36]3)[s:29][cH:30]2)[cH:21][cH:22][cH:23][cH:24][cH:25]1>>[O:1]=[C:2]1[NH:3][c:4]2[cH:5][cH:6][c:7]([NH:11][C:12](=[O:19])[N:34]3[CH2:33][CH2:32][N:31]([c:28]4[n:27][c:26](-[c:20]5[cH:21][cH:22][cH:23][cH:24][cH:25]5)[cH:30][s:29]4)[CH2:36][CH2:35]3)[cH:8][c:9]2[CH2:10]1. The reactants are FC1=C(C(=O)NC2=C(C=C(C=C2C(F)(F)F)C(C(F)(F)F)(C(C(F)(F)F)(F)F)F)I)C=CC=C1NC (2-fluoro-N-(2-iodo-4-(perfluorobutan-2-yl)-6-(trifluoromethyl)phenyl)-3-(methylamino)benzamide), ClC(COC(=O)Cl)(Cl)Cl (2,2,2-trichloroethoxycarbonylchloride). The product is FC1=C(C=CC=C1C(NC1=C(C=C(C=C1C(F)(F)F)C(C(F)(F)F)(C(C(F)(F)F)(F)F)F)I)=O)N(C(OCC(Cl)(Cl)Cl)=O)C (2,2,2-trichloroethyl 2-fluoro-3-(2-iodo-4-(perfluorobutan-2-yl)-6-(trifluoromethyl)phenylcarbamoyl)phenyl(methyl)carbamate). As a reaction SMILES: [F:1][C:2]1[C:34]([NH:35][CH3:36])=[CH:33][CH:32]=[CH:31][C:3]=1[C:4]([NH:6][C:7]1[C:12]([C:13]([F:16])([F:15])[F:14])=[CH:11][C:10]([C:17]([F:29])([C:22]([F:28])([F:27])[C:23]([F:26])([F:25])[F:24])[C:18]([F:21])([F:20])[F:19])=[CH:9][C:8]=1[I:30])=[O:5].[Cl:37][C:38]([Cl:45])([Cl:44])[CH2:39][O:40][C:41](Cl)=[O:42]>>[F:1][C:2]1[C:3]([C:4](=[O:5])[NH:6][C:7]2[C:12]([C:13]([F:16])([F:15])[F:14])=[CH:11][C:10]([C:17]([F:29])([C:22]([F:27])([F:28])[C:23]([F:24])([F:25])[F:26])[C:18]([F:20])([F:21])[F:19])=[CH:9][C:8]=2[I:30])=[CH:31][CH:32]=[CH:33][C:34]=1[N:35]([CH3:36])[C:41](=[O:42])[O:40][CH2:39][C:38]([Cl:45])([Cl:44])[Cl:37]. Procedure: According to the method of 1-7 of Example 1, a target compound was prepared from 2-fluoro-N-(2-iodo-4-(perfluorobutan-2-yl)-6-(trifluoromethyl)phenyl)-3-(methylamino)benzamide and 2,2,2-trichloroethoxycarbonylchloride. Starting materials: COC(=O)NC(C(=O)N1CC(C)CC1c1ncc(-c2ccc3c(c2)COc2cc4c(ccc5nc(C6CC(C)CN6C(=O)OC(C)(C)C)[nH]c54)cc2-3)[nH]1)C(C)C, COC(=O)NC(C(=O)O)c1ccccc1, CO, CCOC(C)=O, CO, CCN(C(C)C)C(C)C, ClCCl, Cl, CN(C)C=O. Product: COC(=O)NC(C(=O)N1CC(C)CC1c1nc2ccc3cc4c(cc3c2[nH]1)OCc1cc(-c2cnc(C3CC(C)CN3C(=O)C(NC(=O)OC)C(C)C)[nH]2)ccc1-4)c1ccccc1. RXN SMILES: [CH3:1][O:2][C:3](=[O:4])[NH:5][CH:6]([CH:7]([CH3:8])[CH3:9])[C:10](=[O:11])[N:12]1[CH:13]([c:18]2[nH:19][c:20](-[c:23]3[cH:24][cH:25][c:26]4[c:27]([cH:28]3)[CH2:29][O:30][c:31]3[c:32]-4[cH:33][c:34]4[cH:35][cH:36][c:37]5[c:38]([nH:39][c:40]([CH:42]6[N:43]([C:48]([O:49][C:50]([CH3:51])([CH3:52])[CH3:53])=[O:54])[CH2:44][CH:45]([CH3:47])[CH2:46]6)[n:41]5)[c:55]4[cH:56]3)[cH:21][n:22]2)[CH2:14][CH:15]([CH3:17])[CH2:16]1.[CH3:58][O:59][C:60](=[O:61])[NH:62][CH:63]([C:64](=[O:65])[OH:66])[c:67]1[cH:68][cH:69][cH:70][cH:71][cH:72]1.[CH3:85][OH:86].[CH3:87][CH2:88][O:89][C:90]([CH3:91])=[O:92].[CH3:98][OH:99].[CH:73]([N:74]([CH2:75][CH3:76])[CH:77]([CH3:78])[CH3:79])([CH3:80])[CH3:81].[Cl:82][CH2:83][Cl:84].[ClH:57].[O:93]=[CH:94][N:95]([CH3:96])[CH3:97]>>[CH3:1][O:2][C:3](=[O:4])[NH:5][CH:6]([CH:7]([CH3:8])[CH3:9])[C:10](=[O:11])[N:12]1[CH:13]([c:18]2[nH:19][c:20](-[c:23]3[cH:24][cH:25][c:26]4[c:27]([cH:28]3)[CH2:29][O:30][c:31]3[c:32]-4[cH:33][c:34]4[cH:35][cH:36][c:37]5[c:38]([nH:39][c:40]([CH:42]6[N:43]([C:64]([CH:63]([NH:62][C:60]([O:59][CH3:58])=[O:61])[c:67]7[cH:68][cH:69][cH:70][cH:71][cH:72]7)=[O:66])[CH2:44][CH:45]([CH3:47])[CH2:46]6)[n:41]5)[c:55]4[cH:56]3)[cH:21][n:22]2)[CH2:14][CH:15]([CH3:17])[CH2:16]1. The reactants are NC=1C=C2C(=C(C=NC2=CC1)C#N)NC1=CC=C(C=C1)OC1=CC=CC=C1 (6-amino-4-((4-phenoxyphenyl)amino)quinoline-3-carbonitrile), C(=O)(O)[O-].[Na+] (NaHCO3), C(C(=O)Cl)(=O)Cl (Oxalyl chloride), 4-(dimethylamino)-1-ylbut-2-enoicacid hydrochloride, CN(C)C=O (DMF). Run in CN1C(CCC1)=O (N-methylpyrrolidinone), C1CCOC1 (THF). Run at time 3 hour. The product is C(#N)C=1C=NC2=CC=C(C=C2C1NC1=CC=C(C=C1)OC1=CC=CC=C1)NC(\C=C\CN(C)C)=O ((E)-N-(3-cyano-4-((4-phenoxyphenyl)amino)quinolin-6-yl)-4-(dimethylamino)but-2-enamide). As a reaction SMILES: [C:1](Cl)(=[O:5])[C:2](Cl)=O.[CH3:7][N:8]([CH:10]=O)[CH3:9].[NH2:12][C:13]1[CH:14]=[C:15]2[C:20](=[CH:21][CH:22]=1)[N:19]=[CH:18][C:17]([C:23]#[N:24])=[C:16]2[NH:25][C:26]1[CH:31]=[CH:30][C:29]([O:32][C:33]2[CH:38]=[CH:37][CH:36]=[CH:35][CH:34]=2)=[CH:28][CH:27]=1.[C:39]([O-])(O)=O.[Na+]>C1COCC1.CN1CCCC1=O>[C:23]([C:17]1[CH:18]=[N:19][C:20]2[C:15]([C:16]=1[NH:25][C:26]1[CH:31]=[CH:30][C:29]([O:32][C:33]3[CH:34]=[CH:35][CH:36]=[CH:37][CH:38]=3)=[CH:28][CH:27]=1)=[CH:14][C:13]([NH:12][C:1](=[O:5])/[CH:2]=[CH:39]/[CH2:10][N:8]([CH3:7])[CH3:9])=[CH:22][CH:21]=2)#[N:24] |f:3.4|. Procedure details: Oxalyl chloride (229 mg, 1.80 mmol, 1.5 eq) was added to a solution of 4-(dimethylamino)-1-ylbut-2-enoicacid hydrochloride (200 mg, 1.2 mmol, 1.0 eq) in THF (4 mL) under ice-water bath. This was followed by the addition of a trace amount of DMF. This solution was stirred at rt for 3 hours before added to a solution of. This solution was then cooled in an ice-water bath, and 6-amino-4-((4-phenoxyphenyl)amino)quinoline-3-carbonitrile (253 mg, 0.72 mmol, 0.6 eq) in N-methylpyrrolidinone (5 mL) was ... Starting materials: [Br-], CC(C)[Mg+], O=Cc1ccc(Cn2cc(NC(=O)OCc3ccccc3Cl)cn2)o1. Yields the product CC(C)C(=O)c1ccc(Cn2cc(NC(=O)OCc3ccccc3Cl)cn2)o1. RXN SMILES: [Br-:26].[CH:27]([CH3:28])([CH3:29])[Mg+:30].[Cl:1][c:2]1[c:3]([CH2:4][O:5][C:6]([NH:7][c:8]2[cH:9][n:10][n:11]([CH2:13][c:14]3[o:15][c:16]([CH:19]=[O:20])[cH:17][cH:18]3)[cH:12]2)=[O:21])[cH:22][cH:23][cH:24][cH:25]1>>[Cl:1][c:2]1[c:3]([CH2:4][O:5][C:6]([NH:7][c:8]2[cH:9][n:10][n:11]([CH2:13][c:14]3[o:15][c:16]([C:19](=[O:20])[CH:27]([CH3:28])[CH3:29])[cH:17][cH:18]3)[cH:12]2)=[O:21])[cH:22][cH:23][cH:24][cH:25]1.